Dataset: the Open Reaction Database (ORD), a public repository of structured organic reaction records. Task: describe an organic reaction: reactants, conditions, products, and yield The reactants are C, OCC1(O)CCN(Cc2ccccc2)CC1, CCO, Cl, [Pd]. Product: Cl, OCC1(O)CCNCC1. Reaction SMILES: [C:21].[CH2:1]([c:2]1[cH:3][cH:4][cH:5][cH:6][cH:7]1)[N:8]1[CH2:9][CH2:10][C:11]([OH:14])([CH2:15][OH:16])[CH2:12][CH2:13]1.[CH3:18][CH2:19][OH:20].[ClH:17].[Pd:22]>>[ClH:17].[NH:8]1[CH2:9][CH2:10][C:11]([OH:14])([CH2:15][OH:16])[CH2:12][CH2:13]1. The reactants are [Al+3].[Cl-].[Cl-].[Cl-] (AlCl3), C1(=CC=CC=C1)[C@@H]1CC[C@H](CC1)O ((trans)-4-Phenylcyclohexanol), BrBr (bromine). Run in ClCCl (dichloromethane), ClCCl (dichloromethane). Reaction conditions: temperature -8 celsius, time 15 minute. Product: BrC1=CC=C(C=C1)[C@@H]1CC[C@H](CC1)O ((trans)-4-(4-Bromophenyl)cyclohexanol). Reaction SMILES: [C:1]1([C@H:7]2[CH2:12][CH2:11][C@H:10]([OH:13])[CH2:9][CH2:8]2)[CH:6]=[CH:5][CH:4]=[CH:3][CH:2]=1.[Al+3].[Cl-].[Cl-].[Cl-].[Br:18]Br>ClCCl>[Br:18][C:4]1[CH:5]=[CH:6][C:1]([C@H:7]2[CH2:8][CH2:9][C@H:10]([OH:13])[CH2:11][CH2:12]2)=[CH:2][CH:3]=1 |f:1.2.3.4|. Reported procedure: (trans)-4-Phenylcyclohexanol (2 g) is dissolved in dichloromethane (40 mL) and cooled to −8° C. AlCl3 (3 g) is added portionwise and the mixture is stirred for further 15 minutes after addition is complete. Then a solution of bromine (1.87 mL) in dichloromethane (10 mL) is added dropwise. The mixture is stirred for 10 minutes and is then partitioned between dichloromethane and ice-water. Concentrated hydrochloric acid (20 mL) is added, the phases are separated and the aqueous phase is extracted ... Reactants: [BH4-], CO, ClC(Cl)Cl, COC(=O)C(C)Nc1ccc(F)c(F)c1F, [Na+], O. The product is CC(CO)Nc1ccc(F)c(F)c1F. As a reaction SMILES: [BH4-:1].[CH3:19][OH:20].[CH:22]([Cl:23])([Cl:24])[Cl:25].[F:3][c:4]1[c:5]([NH:6][CH:7]([C:8](=[O:9])[O:10][CH3:11])[CH3:12])[cH:13][cH:14][c:15]([F:18])[c:16]1[F:17].[Na+:2].[OH2:21]>>[F:3][c:4]1[c:5]([NH:6][CH:7]([CH2:8][OH:9])[CH3:12])[cH:13][cH:14][c:15]([F:18])[c:16]1[F:17]. Reactants: COC(=O)C1CCC(Oc2cccc(OC)c2)CC1, NN, O. Yields the product COc1cccc(OC2CCC(C(=O)NN)CC2)c1. Reaction SMILES: [CH3:1][O:2][C:3](=[O:4])[CH:5]1[CH2:6][CH2:7][CH:8]([O:11][c:12]2[cH:13][c:14]([O:18][CH3:19])[cH:15][cH:16][cH:17]2)[CH2:9][CH2:10]1.[NH2:21][NH2:22].[OH2:20]>>[O:2]=[C:3]([CH:5]1[CH2:6][CH2:7][CH:8]([O:11][c:12]2[cH:13][c:14]([O:18][CH3:19])[cH:15][cH:16][cH:17]2)[CH2:9][CH2:10]1)[NH:21][NH2:22]. Starting materials: BrCc1ccc2ccccc2c1, C1CCOC1, CN, O. The product is CNCc1ccc2ccccc2c1. Reaction SMILES: [Br:4][CH2:5][c:6]1[cH:7][c:8]2[cH:9][cH:10][cH:11][cH:12][c:13]2[cH:14][cH:15]1.[CH2:16]1[O:17][CH2:18][CH2:19][CH2:20]1.[CH3:1][NH2:2].[OH2:3]>>[CH3:1][NH:2][CH2:5][c:6]1[cH:7][c:8]2[cH:9][cH:10][cH:11][cH:12][c:13]2[cH:14][cH:15]1. The reactants are OC1=CC(=C(C=C1)N1N=CC(N(C1=O)C)=O)F (2-(4-hydroxy-2-fluorophenyl)-4-methyl-1,2,4-triazine-3,5-dione), ClCC1=C(OC(C(=O)OC)C)C=C(C=C1)C (methyl 2 -(2-chloromethyl-5-methylphenoxy)propionate), C([O-])([O-])=O.[K+].[K+] (potassium carbonate). Run in CN(C=O)C (N,N-dimethylformamide). Product: CN1C(N(N=CC1=O)C1=C(C=C(OCC2=C(OC(C(=O)OC)C)C=C(C=C2)C)C=C1)F)=O (methyl 2-[2-[4-(4-methyl-1,2,4-triazine-3,5-dion-2-yl)-3-fluorophenoxymethyl]-5-methylphenoxy]propionate). Isolated yield 78.9%. Reaction SMILES: [OH:1][C:2]1[CH:7]=[CH:6][C:5]([N:8]2[C:13](=[O:14])[N:12]([CH3:15])[C:11](=[O:16])[CH:10]=[N:9]2)=[C:4]([F:17])[CH:3]=1.Cl[CH2:19][C:20]1[CH:32]=[CH:31][C:30]([CH3:33])=[CH:29][C:21]=1[O:22][CH:23]([CH3:28])[C:24]([O:26][CH3:27])=[O:25].C(=O)([O-])[O-].[K+].[K+]>CN(C)C=O>[CH3:15][N:12]1[C:11](=[O:16])[CH:10]=[N:9][N:8]([C:5]2[CH:6]=[CH:7][C:2]([O:1][CH2:19][C:20]3[CH:32]=[CH:31][C:30]([CH3:33])=[CH:29][C:21]=3[O:22][CH:23]([CH3:28])[C:24]([O:26][CH3:27])=[O:25])=[CH:3][C:4]=2[F:17])[C:13]1=[O:14] |f:2.3.4|. Procedure: By the method of Example 1, Step K, 0.47 g (0.002 mole) of 2-(4-hydroxy-2-fluorophenyl)-4-methyl-1,2,4-triazine-3,5-dione and 0.73 g (0.003 mole) of methyl 2 -(2-chloromethyl-5-methylphenoxy)propionate were reacted in the presence of 0.41 g (0.003 mole) of anhydrous potassium carbonate in 30 mL of N,N-dimethylformamide, yielding 0.70 g of methyl 2-[2-[4-(4-methyl-1,2,4-triazine-3,5-dion-2-yl)-3-fluorophenoxymethyl]-5-methylphenoxy]propionate as a syrup. The IR and NMR spectra were consistent wit... Starting materials: COCCOCCOC, Nc1ccccc1N, NS(N)(=O)=O. The product is O=S1(=O)Nc2ccccc2N1. Reaction SMILES: [CH3:14][O:15][CH2:16][CH2:17][O:18][CH2:19][CH2:20][O:21][CH3:22].[NH2:1][c:2]1[cH:3][cH:4][cH:5][cH:6][c:7]1[NH2:8].[NH2:9][S:10]([NH2:11])(=[O:12])=[O:13]>>[NH:1]1[c:2]2[cH:3][cH:4][cH:5][cH:6][c:7]2[NH:8][S:10]1(=[O:12])=[O:13]. The reactants are N1N=CC=C1B(O)O (1H-pyrazole-5-boronic acid), BrC=1C=C(N)C=CC1 (3-bromoaniline), [O-]P(=O)([O-])[O-].[K+].[K+].[K+] (K3PO4), C1(CCCCC1)P(C1CCCCC1)C1CCCCC1 (PCy3). The reagents and catalysts are C=1C=CC(=CC1)/C=C/C(=O)/C=C/C2=CC=CC=C2.C=1C=CC(=CC1)/C=C/C(=O)/C=C/C2=CC=CC=C2.C=1C=CC(=CC1)/C=C/C(=O)/C=C/C2=CC=CC=C2.[Pd].[Pd] (Pd2(dba)3). The solvent is O1CCOCC1 (dioxane). The product is N=1NC(=CC1)C=1C=C(C=CC1)N (3-(2H-pyrazol-3-yl)-phenylamine). The yield is 20.0%. Reaction SMILES: [NH:1]1[C:5](B(O)O)=[CH:4][CH:3]=[N:2]1.Br[C:10]1[CH:11]=[C:12]([CH:14]=[CH:15][CH:16]=1)[NH2:13].[O-]P([O-])([O-])=O.[K+].[K+].[K+].C1(P(C2CCCCC2)C2CCCCC2)CCCCC1>O1CCOCC1.C1C=CC(/C=C/C(/C=C/C2C=CC=CC=2)=O)=CC=1.C1C=CC(/C=C/C(/C=C/C2C=CC=CC=2)=O)=CC=1.C1C=CC(/C=C/C(/C=C/C2C=CC=CC=2)=O)=CC=1.[Pd].[Pd]>[N:2]1[NH:1][C:5]([C:10]2[CH:11]=[C:12]([NH2:13])[CH:14]=[CH:15][CH:16]=2)=[CH:4][CH:3]=1 |f:2.3.4.5,8.9.10.11.12|. Procedure: 1H-pyrazole-5-boronic acid (0.072 g, 0.639 mmol) and 3-bromoaniline (0.063 mL, 0.581 mmol) were combined in dioxane (2 mL) in a flame-dried, round-bottom flask. K3PO4 (1.27M, 0.778 mL, 0.99 mmol), PCy3 (0.004 g, 0.014 mmol), and Pd2(dba)3 (0.005 g, 0.006 mmol) were added to the stirred solution. The reaction was refluxed overnight under argon flow, and subsequently cooled to room temperature. The solvent was removed under vacuum and the resulting residue was resuspended in CH2Cl2. The organic ph... Reactants: BrCC1=NN(N=C1OC)C1=CC=C(C=C1)C(F)(F)F (4-(bromomethyl)-5-methoxy-2-[4-(trifluoromethyl)phenyl]-2H-1,2,3-triazole), BrCC1=NN(N=C1OC)C1=CC=C(C=C1)C(F)(F)F (4-(bromomethyl)-5-methoxy-2-[4-(trifluoromethyl)phenyl]-2H-1,2,3-triazole), [O-]P(=O)([O-])[O-].[K+].[K+].[K+] (potassium phosphate tribasic), FC(C1=NC=CC(=C1)B1OC(C)(C)C(C)(C)O1)(F)F (2-(trifluoromethyl)pyridine-4-boronic acid pinacol ester). The reagents and catalysts are C=1C=CC(=CC1)[P](C=2C=CC=CC2)(C=3C=CC=CC3)[Pd]([P](C=4C=CC=CC4)(C=5C=CC=CC5)C=6C=CC=CC6)([P](C=7C=CC=CC7)(C=8C=CC=CC8)C=9C=CC=CC9)[P](C=1C=CC=CC1)(C=1C=CC=CC1)C=1C=CC=CC1 (tetrakis(triphenylphosphine)palladium(0)). Run in O1CCCC1.O (tetrahydrofuran water), O (water). Reaction conditions: time 17 hour. Product: COC=1C(=NN(N1)C1=CC=C(C=C1)C(F)(F)F)CC1=CC(=NC=C1)C(F)(F)F (4-[[5-methoxy-2-[4-(trifluoromethyl)phenyl]-2H-1,2,3-triazol-4-yl]methyl]-2-(trifluoromethyl)pyridine). As a reaction SMILES: Br[CH2:2][C:3]1[C:7]([O:8][CH3:9])=[N:6][N:5]([C:10]2[CH:15]=[CH:14][C:13]([C:16]([F:19])([F:18])[F:17])=[CH:12][CH:11]=2)[N:4]=1.[O-]P([O-])([O-])=O.[K+].[K+].[K+].[F:28][C:29]([F:46])([F:45])[C:30]1[CH:35]=[C:34](B2OC(C)(C)C(C)(C)O2)[CH:33]=[CH:32][N:31]=1>O1CCCC1.O.O.C1C=CC([P]([Pd]([P](C2C=CC=CC=2)(C2C=CC=CC=2)C2C=CC=CC=2)([P](C2C=CC=CC=2)(C2C=CC=CC=2)C2C=CC=CC=2)[P](C2C=CC=CC=2)(C2C=CC=CC=2)C2C=CC=CC=2)(C2C=CC=CC=2)C2C=CC=CC=2)=CC=1>[CH3:9][O:8][C:7]1[C:3]([CH2:2][C:34]2[CH:33]=[CH:32][N:31]=[C:30]([C:29]([F:46])([F:45])[F:28])[CH:35]=2)=[N:4][N:5]([C:10]2[CH:15]=[CH:14][C:13]([C:16]([F:19])([F:18])[F:17])=[CH:12][CH:11]=2)[N:6]=1 |f:1.2.3.4,6.7,^1:57,59,78,97|. Procedure: To a solution of 4-(bromomethyl)-5-methoxy-2-[4-(trifluoromethyl)phenyl]-2H-1,2,3-triazole (i.e. the product of Step D, 0.525 g, 66 weight %, 1.0 mmol) in tetrahydrofuran/water (3:1, 4 mL total), was added tetrakis(triphenylphosphine)palladium(0) (0.059 g, 0.05 mmol), potassium phosphate tribasic (0.43 g, 2.0 mmol) and 2-(trifluoromethyl)pyridine-4-boronic acid pinacol ester (0.42 g, 1.5 mmol). The mixture was heated to reflux and stirred for 17 h. The reaction mixture was diluted with water (20...